This data is from the Open Reaction Database (ORD), a public repository of structured organic reaction records. The task is: describe an organic reaction: reactants, conditions, products, and yield Reactants: C(C)(C)(C)OC(NC1=C(C=C(C(=C1)OCCOC)C(F)(F)F)N)=O ([2-amino-5-(2-methoxy-ethoxy)-4-trifluoromethyl-phenyl]-carbamic acid tert-butyl ester), C(C)(C)(C)OC(CC(=O)C1=CC(=CC=C1)C1=CC(=NC=C1)C)=O (3-[3-(2-methyl-pyridin-4-yl)-phenyl]-3-oxo-propionic acid tert-butyl ester). Yields the product C(C)(C)(C)OC(NC1=C(C=C(C(=C1)OCCOC)C(F)(F)F)NC(CC(=O)C1=CC(=CC=C1)C1=CC(=NC=C1)C)=O)=O ((5-(2-Methoxy-ethoxy)-2-{3-[3-(2-methyl-pyridin-4-yl)-phenyl]-3-oxo-propionylamino}-4-trifluoromethyl-phenyl)-carbamic acid tert-butyl ester), solid. Yield: 80.0%. RXN SMILES: [C:1]([O:5][C:6](=[O:24])[NH:7][C:8]1[CH:13]=[C:12]([O:14][CH2:15][CH2:16][O:17][CH3:18])[C:11]([C:19]([F:22])([F:21])[F:20])=[CH:10][C:9]=1[NH2:23])([CH3:4])([CH3:3])[CH3:2].C([O:29][C:30](=O)[CH2:31][C:32]([C:34]1[CH:39]=[CH:38][CH:37]=[C:36]([C:40]2[CH:45]=[CH:44][N:43]=[C:42]([CH3:46])[CH:41]=2)[CH:35]=1)=[O:33])(C)(C)C>>[C:1]([O:5][C:6](=[O:24])[NH:7][C:8]1[CH:13]=[C:12]([O:14][CH2:15][CH2:16][O:17][CH3:18])[C:11]([C:19]([F:22])([F:21])[F:20])=[CH:10][C:9]=1[NH:23][C:30](=[O:29])[CH2:31][C:32]([C:34]1[CH:39]=[CH:38][CH:37]=[C:36]([C:40]2[CH:45]=[CH:44][N:43]=[C:42]([CH3:46])[CH:41]=2)[CH:35]=1)=[O:33])([CH3:4])([CH3:2])[CH3:3]. Procedure details: The title compound was prepared from [2-amino-5-(2-methoxy-ethoxy)-4-trifluoromethyl-phenyl]-carbamic acid tert-butyl ester (Example J32) (263 mg, 0.75 mmol) and 3-[3-(2-methyl-pyridin-4-yl)-phenyl]-3-oxo-propionic acid tert-butyl ester (Example K12) (234 mg, 0.75 mmol) according to the general procedure M. Obtained as a light yellow solid (351 mg, 80%). The yield is 63.7%. Starting materials: ClC=1C=C(C=CC1Cl)[C@H](CC=C)COS(=O)(=O)C (4(S)-(3,4-Dichlorophenyl)-5-(methanesulphonyloxy)pent-1-ene), N1C=NC=C1 (imidazole). RXN SMILES: [Cl:1][C:2]1[CH:3]=[C:4]([C@@H:9]([CH2:13]OS(C)(=O)=O)[CH2:10][CH:11]=[CH2:12])[CH:5]=[CH:6][C:7]=1[Cl:8].[NH:19]1[CH:23]=[CH:22][N:21]=[CH:20]1>C(#N)C>[Cl:1][C:2]1[CH:3]=[C:4]([C@@H:9]([CH2:13][N:19]2[CH:23]=[CH:22][N:21]=[CH:20]2)[CH2:10][CH:11]=[CH2:12])[CH:5]=[CH:6][C:7]=1[Cl:8]. Solvent: C(C)#N (acetonitrile). Procedure details: 4(S)-(3,4-Dichlorophenyl)-5-(methanesulphonyloxy)pent-1-ene (8.25 g) (see Preparation 93) and imidazole (5.3 g) were dissolved in anhydrous acetonitrile (80 ml) and the mixture heated under reflux for 6 days. The solvent was removed under reduced pressure to give a residue which was partitioned between diethyl ether and aqueous saturated sodium hydrogen carbonate solution (pH of the aqueous phase was kept >7). The phases were separated and the aqueous phase extracted with diethyl ether. The comb... Yields the product ClC=1C=C(C=CC1Cl)[C@H](CC=C)CN1C=NC=C1 (4(S)-(3,4-dichlorophenyl)-5-(imidazol-1-yl)pent-1-ene). The reactants are COC1=C(C=C(CN(C(OC(C)(C)C)=O)C)C=C1)N(S(=O)(=O)C)CCN1CCOCC1 (tert-Butyl 4-methoxy-3-(N-(2-morpholinoethyl)methylsulfonamido)benzyl-(methyl)carbamate), Cl (HCl), O1CCOCC1 (dioxane). Solvent: C(Cl)Cl (DCM). Conditions: time 24 hour. Product: COC1=C(C=C(C=C1)CNC)N(S(=O)(=O)C)CCN1CCOCC1 (N-(2-methoxy-5-((methylamino)methyl)phenyl)-N-(2-morpholinoethyl)methanesulfonamide), hydrochloride salt. Yield: 100.0%. RXN SMILES: [CH3:1][O:2][C:3]1[CH:18]=[CH:17][C:6]([CH2:7][N:8](C)[C:9](=O)OC(C)(C)C)=[CH:5][C:4]=1[N:19]([CH2:24][CH2:25][N:26]1[CH2:31][CH2:30][O:29][CH2:28][CH2:27]1)[S:20]([CH3:23])(=[O:22])=[O:21].Cl.O1CCOCC1>C(Cl)Cl>[CH3:1][O:2][C:3]1[CH:18]=[CH:17][C:6]([CH2:7][NH:8][CH3:9])=[CH:5][C:4]=1[N:19]([CH2:24][CH2:25][N:26]1[CH2:27][CH2:28][O:29][CH2:30][CH2:31]1)[S:20]([CH3:23])(=[O:22])=[O:21]. Reported procedure: tert-Butyl 4-methoxy-3-(N-(2-morpholinoethyl)methylsulfonamido)benzyl-(methyl)carbamate (114 mg, 0.249 mmol) was dissolved in dry DCM (6 ml), and HCl 4M in dioxane (500 μl, 2.000 mmol) was added. The reaction was stirred at RT for 24 hours. The solvent was evaporated under vacuum and N-(2-methoxy-5-((methylamino)methyl)phenyl)-N-(2-morpholinoethyl)methanesulfonamide was obtained as hydrochloride salt (89 mg, 0.249 mmol, 100% yield, MS/ESI+ 358.1 [MH]+) that was used in the next step without furt... Starting materials: CS(=O)(=O)c1ccc(-c2cn[nH]c(=O)c2-c2ccc(F)cc2)cc1, Fc1ccc(I)cc1, [K+], [K+], O=C([O-])[O-], c1ccncc1. The product is CS(=O)(=O)c1ccc(-c2cnn(-c3ccc(F)cc3)c(=O)c2-c2ccc(F)cc2)cc1. As a reaction SMILES: [F:1][c:2]1[cH:3][cH:4][c:5](-[c:8]2[c:9](=[O:24])[nH:10][n:11][cH:12][c:13]2-[c:14]2[cH:15][cH:16][c:17]([S:20](=[O:21])(=[O:22])[CH3:23])[cH:18][cH:19]2)[cH:6][cH:7]1.[F:31][c:32]1[cH:33][cH:34][c:35]([I:38])[cH:36][cH:37]1.[K+:25].[K+:26].[O-:27][C:28]([O-:29])=[O:30].[cH:39]1[cH:40][cH:41][n:42][cH:43][cH:44]1>>[F:1][c:2]1[cH:3][cH:4][c:5](-[c:8]2[c:9](=[O:24])[n:10](-[c:35]3[cH:34][cH:33][c:32]([F:31])[cH:37][cH:36]3)[n:11][cH:12][c:13]2-[c:14]2[cH:15][cH:16][c:17]([S:20](=[O:21])(=[O:22])[CH3:23])[cH:18][cH:19]2)[cH:6][cH:7]1. The reactants are CC(C)(C)OC(=O)N1CC(O)CC1C#N, Cc1ccc(S(=O)(=O)O)cc1, CC#N, O. The product is Cc1ccc(S(=O)(=O)O)cc1, N#CC1CC(O)CN1. RXN SMILES: [C:1]([O:2][C:3](=[O:4])[N:8]1[CH:9]([C:14]#[N:15])[CH2:10][CH:11]([OH:13])[CH2:12]1)([CH3:5])([CH3:6])[CH3:7].[CH3:17][c:18]1[cH:19][cH:20][c:21]([S:24](=[O:25])(=[O:26])[OH:27])[cH:22][cH:23]1.[CH3:28][C:29]#[N:30].[OH2:16]>>[CH3:17][c:18]1[cH:19][cH:20][c:21]([S:24](=[O:25])(=[O:26])[OH:27])[cH:22][cH:23]1.[NH:8]1[CH:9]([C:14]#[N:15])[CH2:10][CH:11]([OH:13])[CH2:12]1.